From a dataset of the Open Reaction Database (ORD), a public repository of structured organic reaction records. describe an organic reaction: reactants, conditions, products, and yield Reaction SMILES: [F:1][CH:2]([F:19])[O:3][C:4]1[CH:9]=[CH:8][C:7]([C:10]#[C:11][C:12]2[CH:13]=[C:14]([OH:18])[CH:15]=[CH:16][CH:17]=2)=[CH:6][CH:5]=1.C(=O)([O-])[O-].[K+].[K+].[I-].[Na+].Br[CH2:29][CH2:30][CH:31]=[C:32]([F:34])[F:33]>CCCCCCCC[N+](CCCCCCCC)(CCCCCCCC)C.[Cl-].C(C(C)=O)C.ClCCl>[F:33][C:32]([F:34])=[CH:31][CH2:30][CH2:29][O:18][C:14]1[CH:15]=[CH:16][CH:17]=[C:12]([C:11]#[C:10][C:7]2[CH:6]=[CH:5][C:4]([O:3][CH:2]([F:19])[F:1])=[CH:9][CH:8]=2)[CH:13]=1 |f:1.2.3,4.5,7.8|. Run in C(C)C(=O)C (methyl ethyl ketone), ClCCl (dichloromethane). The product is FC(=CCCOC1=CC(=CC=C1)C#CC1=CC=C(C=C1)OC(F)F)F (1-(4,4-difluorobut-3-enyloxy)-3-((4-(difluoromethoxy)phenyl)ethynyl)benzene). Reagents/catalysts: CCCCCCCC[N+](C)(CCCCCCCC)CCCCCCCC.[Cl-] (Aliquat 336). Isolated yield 46.2%. The reactants are FC(OC1=CC=C(C=C1)C#CC=1C=C(C=CC1)O)F (3-((4-(difluoromethoxy)phenyl)ethynyl)phenol), C([O-])([O-])=O.[K+].[K+] (potassium carbonate), [I-].[Na+] (sodium iodide), BrCCC=C(F)F (4-bromo-1,1-difluoro-1-butene). Procedure: A mixture of 3-((4-(difluoromethoxy)phenyl)ethynyl)phenol (900 mg), potassium carbonate (636 mg), Aliquat 336 (4 drops), sodium iodide (catalytic) and 4-bromo-1,1-difluoro-1-butene (591 μL) in methyl ethyl ketone was placed in a pressure vessel, heated at 80° C. for 15 h, cooled to room temperature, diluted with dichloromethane and filtered. The filtrate was concentrated in vacuo. The resultant residue was purified by flash chromatography (silica gel, eluant: 2.5% ethyl acetate/hexane to afford ... Conditions: temperature 80 celsius. Reactants: N1(CCC1)C1=CC(=C2C(C(=CN(C2=N1)CC1=C(C=C(C=C1)OC)OC)C(=O)O)=O)C (7-(azetidin-1-yl)-1-(2,4-dimethoxybenzyl)-5-methyl-4-oxo-1,4-dihydro-1,8-naphthyridine-3-carboxylic acid), O (water). The solvent is FC(C(=O)O)(F)F (trifluoroacetic acid). Product: N1(CCC1)C1=CC(=C2C(C(=CNC2=N1)C(=O)O)=O)C (7-azetidin-1-yl-5-methyl-4-oxo-1,4-dihydro-1,8-naphthyridine-3-carboxylic acid). As a reaction SMILES: [N:1]1([C:5]2[N:14]=[C:13]3[C:8]([C:9](=[O:29])[C:10]([C:26]([OH:28])=[O:27])=[CH:11][N:12]3CC3C=CC(OC)=CC=3OC)=[C:7]([CH3:30])[CH:6]=2)[CH2:4][CH2:3][CH2:2]1.O>FC(F)(F)C(O)=O>[N:1]1([C:5]2[N:14]=[C:13]3[C:8]([C:9](=[O:29])[C:10]([C:26]([OH:28])=[O:27])=[CH:11][NH:12]3)=[C:7]([CH3:30])[CH:6]=2)[CH2:4][CH2:3][CH2:2]1. Procedure details: A solution of Example 18B (0.230 g) in trifluoroacetic acid (5.6 mL) was heated at 60° C. for 1.5 hours then cooled, poured into water, and filtered. NMR (300 MHz, DMSO-d6) δ 12.88 (m, 1H), 8.33 (m, 1H), 6.32 (m, 1H), 4.14 (m, 4H), 2.72 (s, 3H), 2.38 (m, 2H). (C(O)OH not observed). Reactants: COC=1C=C(CC2NCCC3=CC(=CC(=C23)OC)OC)C=CC1OC (1-(3,4-Dimethoxy-benzyl)-6,8-dimethoxy-1,2,3,4-tetrahydroisoquinoline), BrCC(=O)Br (2-bromoacetyl bromide), C1(CCCC2=CC=CC=C12)N (1,2,3,4-tetrahydro-1-naphthylamine). The product is COC=1C=C(CC2N(CCC3=CC(=CC(=C23)OC)OC)CC(=O)NC2CCCC3=CC=CC=C23)C=CC1OC (2-[1-(3,4-Dimethoxy-benzyl)-6,8-dimethoxy-3,4-dihydro-1H-isoquinolin-2-yl]-N-(1,2,3,4-tetrahydro-naphthalen-1-yl)-acetamide). As a reaction SMILES: [CH3:1][O:2][C:3]1[CH:4]=[C:5]([CH:21]=[CH:22][C:23]=1[O:24][CH3:25])[CH2:6][CH:7]1[C:16]2[C:11](=[CH:12][C:13]([O:19][CH3:20])=[CH:14][C:15]=2[O:17][CH3:18])[CH2:10][CH2:9][NH:8]1.Br[CH2:27][C:28](Br)=[O:29].[CH:31]1([NH2:41])[C:40]2[C:35](=[CH:36][CH:37]=[CH:38][CH:39]=2)[CH2:34][CH2:33][CH2:32]1>>[CH3:1][O:2][C:3]1[CH:4]=[C:5]([CH:21]=[CH:22][C:23]=1[O:24][CH3:25])[CH2:6][CH:7]1[C:16]2[C:11](=[CH:12][C:13]([O:19][CH3:20])=[CH:14][C:15]=2[O:17][CH3:18])[CH2:10][CH2:9][N:8]1[CH2:27][C:28]([NH:41][CH:31]1[C:40]2[C:35](=[CH:36][CH:37]=[CH:38][CH:39]=2)[CH2:34][CH2:33][CH2:32]1)=[O:29]. Procedure: prepared by reaction of 1-(3,4-Dimethoxy-benzyl)-6,8-dimethoxy-1,2,3,4-tetrahydroisoquinoline and 2-bromoacetyl bromide with 1,2,3,4-tetrahydro-1-naphthylamine Reaction SMILES: [Cl-].COC[P+:5]([C:18]1[CH:23]=[CH:22][CH:21]=[CH:20][CH:19]=1)([C:12]1[CH:17]=[CH:16][CH:15]=[CH:14][CH:13]=1)[C:6]1[CH:11]=[CH:10][CH:9]=[CH:8][CH:7]=1.C(OC)(=[O:31])CCCC=CC.C(O)(=O)C.[NH4+].[Cl-]>C1(C)C=CC=CC=1.CCOCC>[C:6]1([P:5](=[O:31])([C:18]2[CH:23]=[CH:22][CH:21]=[CH:20][CH:19]=2)[C:12]2[CH:17]=[CH:16][CH:15]=[CH:14][CH:13]=2)[CH:11]=[CH:10][CH:9]=[CH:8][CH:7]=1 |f:0.1,4.5|. The solvent is CCOCC (ether), C1(=CC=CC=C1)C (toluene), C1(=CC=CC=C1)C (toluene). Procedure: Into a dry 100 ml round bottom 3-necked flask containing a stir bar is added dried methoxymethyltriphenylphosphonium chloride ((C6H5)3P+ --CH2OCH3Cl-) (12.9 g, 37.7 mmol) and 235 ml distilled toluene (stored over molecular sieves). The resulting suspension is stirred in an ice-bath, under argon, until cold and then a 1.55M solution of 18.3 ml (28.3 mmol) of potassium t-amylate in toluene was added dropwise. A bright red solution formed which is stirred at 0° C. for an additional 35 minutes. Ther... Product: C1(=CC=CC=C1)P(C1=CC=CC=C1)(C1=CC=CC=C1)=O (triphenylphosphine oxide). Reactants: C(C)(=O)O (acetic acid), [Cl-].COC[P+](C1=CC=CC=C1)(C1=CC=CC=C1)C1=CC=CC=C1 (methoxymethyltriphenylphosphonium chloride), C(CCCC=CC)(=O)OC (5-heptenoic acid, methyl ester), ice, [NH4+].[Cl-] (NH4Cl), solution, potassium t-amylate.